Task: describe an organic reaction: reactants, conditions, products, and yield. Dataset: the Open Reaction Database (ORD), a public repository of structured organic reaction records The reactants are CS(=O)(=O)CCCO, N#Cc1cc2c(Cl)ccnc2cc1O. The product is CS(=O)(=O)CCCOc1cc2nccc(Cl)c2cc1C#N. Reaction SMILES: [CH3:15][S:16](=[O:17])(=[O:18])[CH2:19][CH2:20][CH2:21][OH:22].[Cl:1][c:2]1[cH:3][cH:4][n:5][c:6]2[cH:7][c:8]([OH:14])[c:9]([C:12]#[N:13])[cH:10][c:11]12>>[Cl:1][c:2]1[cH:3][cH:4][n:5][c:6]2[cH:7][c:8]([O:14][CH2:21][CH2:20][CH2:19][S:16]([CH3:15])(=[O:17])=[O:18])[c:9]([C:12]#[N:13])[cH:10][c:11]12. Reactants: BrCc1ccccn1, Br, Cc1ccc(C(=O)c2c[nH]c3cc4c(cc3c2=O)OCCO4)cc1C, CN(C)C=O, [H-], [Na+]. Yields the product Cc1ccc(C(=O)c2cn(Cc3ccccn3)c3cc4c(cc3c2=O)OCCO4)cc1C. As a reaction SMILES: [Br:29][CH2:30][c:31]1[n:32][cH:33][cH:34][cH:35][cH:36]1.[BrH:28].[CH3:1][c:2]1[cH:3][c:4]([C:5](=[O:6])[c:7]2[cH:8][nH:9][c:10]3[cH:11][c:12]4[c:13]([cH:14][c:15]3[c:16]2=[O:17])[O:18][CH2:19][CH2:20][O:21]4)[cH:22][cH:23][c:24]1[CH3:25].[CH3:37][N:38]([CH3:39])[CH:40]=[O:41].[H-:26].[Na+:27]>>[CH3:1][c:2]1[cH:3][c:4]([C:5](=[O:6])[c:7]2[cH:8][n:9]([CH2:30][c:31]3[n:32][cH:33][cH:34][cH:35][cH:36]3)[c:10]3[cH:11][c:12]4[c:13]([cH:14][c:15]3[c:16]2=[O:17])[O:18][CH2:19][CH2:20][O:21]4)[cH:22][cH:23][c:24]1[CH3:25]. Starting materials: C(N)(=S)C=1C=C(C(=O)OC)C=CC1 (methyl 3-thiocarbamoylbenzoate), FC(OC=1C=C(C(CBr)=O)C=CC1)(F)F (3-trifluoromethoxyphenacyl bromide). The product is FC(OC=1C=C(C=CC1)C=1N=C(SC1)C=1C=C(C(=O)OC)C=CC1)(F)F (methyl 3-[4-(3-trifluoromethoxyphenyl)-2-thiazolyl]benzoate). Yield: 34.0%. As a reaction SMILES: [C:1]([C:4]1[CH:5]=[C:6]([CH:11]=[CH:12][CH:13]=1)[C:7]([O:9][CH3:10])=[O:8])(=[S:3])[NH2:2].[F:14][C:15]([F:28])([F:27])[O:16][C:17]1[CH:18]=[C:19]([CH:24]=[CH:25][CH:26]=1)[C:20](=O)[CH2:21]Br>>[F:14][C:15]([F:27])([F:28])[O:16][C:17]1[CH:18]=[C:19]([C:20]2[N:2]=[C:1]([C:4]3[CH:5]=[C:6]([CH:11]=[CH:12][CH:13]=3)[C:7]([O:9][CH3:10])=[O:8])[S:3][CH:21]=2)[CH:24]=[CH:25][CH:26]=1. Procedure: In the same manner as in Example 28, methyl 3-thiocarbamoylbenzoate was reacted with 3-trifluoromethoxyphenacyl bromide to obtain methyl 3-[4-(3-trifluoromethoxyphenyl)-2-thiazolyl]benzoate. The product was recrystallized from ethanol. Yield: 34%. Colorless prisms. Melting point: 84 to 85° C.